This data is from the Open Reaction Database (ORD), a public repository of structured organic reaction records. The task is: describe an organic reaction: reactants, conditions, products, and yield Starting materials: [Al+3], CC1(C)Cc2ccc(NC=O)cc2C(=CC(=O)c2ccccc2)N1, [H-], [H-], [H-], [H-], [Li+], [Na+], [Na+], O=S(=O)([O-])[O-], C1CCOC1. Product: CNc1ccc2c(c1)C(=CC(=O)c1ccccc1)NC(C)(C)C2. RXN SMILES: [Al+3:2].[CH:7](=[O:8])[NH:9][c:10]1[cH:11][cH:12][c:13]2[c:18]([cH:19]1)[C:17](=[CH:20][C:21](=[O:22])[c:23]1[cH:24][cH:25][cH:26][cH:27][cH:28]1)[NH:16][C:15]([CH3:29])([CH3:30])[CH2:14]2.[H-:1].[H-:4].[H-:5].[H-:6].[Li+:3].[Na+:31].[Na+:32].[O-:33][S:34](=[O:35])(=[O:36])[O-:37].[O:38]1[CH2:39][CH2:40][CH2:41][CH2:42]1>>[CH3:7][NH:9][c:10]1[cH:11][cH:12][c:13]2[c:18]([cH:19]1)[C:17](=[CH:20][C:21](=[O:22])[c:23]1[cH:24][cH:25][cH:26][cH:27][cH:28]1)[NH:16][C:15]([CH3:29])([CH3:30])[CH2:14]2. Starting materials: [OH-].[Na+] (sodium hydroxide), C(CC)N(C1CC=2C=C3C=CNC3=CC2C1)CCC (dipropyl-(1,5,6,7-tetrahydro-1-aza-s-indacen-6-yl)amine), P(=O)(Cl)(Cl)Cl (phosphorous oxychloride), CN(C=O)C (dimethyl formamide), CN(C=O)C (dimethyl formamide). Conditions: temperature 50 celsius. The product is C(CC)N(C1CC=2C=C3C(=CNC3=CC2C1)C=O)CCC (6-Dipropylamino-1,5,6,7-tetrahydro-1-aza-s-indacen-3-carbaldehyde). The yield is 30.0%. RXN SMILES: [CH2:1]([N:4]([CH2:17][CH2:18][CH3:19])[CH:5]1[CH2:16][C:15]2[CH:14]=[C:13]3[C:9]([CH:10]=[CH:11][NH:12]3)=[CH:8][C:7]=2[CH2:6]1)[CH2:2][CH3:3].P(Cl)(Cl)(Cl)=O.[OH-].[Na+].CN(C)[CH:29]=[O:30]>>[CH2:17]([N:4]([CH2:1][CH2:2][CH3:3])[CH:5]1[CH2:16][C:15]2[CH:14]=[C:13]3[C:9]([C:10]([CH:29]=[O:30])=[CH:11][NH:12]3)=[CH:8][C:7]=2[CH2:6]1)[CH2:18][CH3:19] |f:2.3|. Procedure details: A solution of dipropyl-(1,5,6,7-tetrahydro-1-aza-s-indacen-6-yl)amine (100 mg, 0.39 mmol) in dimethyl formamide (5 mL) was added to a solution of phosphorous oxychloride (200 μL, 329 mg, 2.14 mmol) in dimethyl formamide (5 mL) at -5° C. The mixture was heated at 50° C for 2 hours, poured on ice and treated with 5M sodium hydroxide and heated again for 20 minutes. After cooling, the mixture was extracted using dichloromethane. The combined organic extracts were dried (magnesium sulfate), filtered... Reactants: BrC=1C=CC(=C(C=O)C1)SC1=CC=C(C=C1)C (5-bromo-2-[(4-methyphenyl)thio]-benzaldehyde), FC(S(=O)(=O)OC1=NC=CC=C1)(F)F (2-pyridyl trifluoromethanesulfonate). Yields the product CC1=CC=C(C=C1)SC1=C(C=O)C=C(C=C1)C1=NC=CC=C1 (2-[(4-methylphenyl)thio]-5-(2-pyridyl)benzaldehyde). The yield is 39.3%. RXN SMILES: Br[C:2]1[CH:3]=[CH:4][C:5]([S:10][C:11]2[CH:16]=[CH:15][C:14]([CH3:17])=[CH:13][CH:12]=2)=[C:6]([CH:9]=1)[CH:7]=[O:8].FC(F)(F)S(O[C:24]1[CH:29]=[CH:28][CH:27]=[CH:26][N:25]=1)(=O)=O>>[CH3:17][C:14]1[CH:15]=[CH:16][C:11]([S:10][C:5]2[CH:4]=[CH:3][C:2]([C:24]3[CH:29]=[CH:28][CH:27]=[CH:26][N:25]=3)=[CH:9][C:6]=2[CH:7]=[O:8])=[CH:12][CH:13]=1. Reported procedure: The reaction was performed in accordance with a document (Tetrahedron Lett. Vol. 36, No. 50, pp. 9085-9088, 1995) and the product was treated by using 5-bromo-2-[(4-methyphenyl)thio]-benzaldehyde (0.06 g, 0.2 mmol) and 2-pyridyl trifluoromethanesulfonate (0.03 g, 0.2 mmol). The residue was purified by thin-layer chromatography (hexane: ethyl acetate=8:1)) to obtain 2-[(4-methylphenyl)thio]-5-(2-pyridyl)benzaldehyde (0.024 g, 38.5%). Starting materials: ClC(=C(C)C)N(C)C (1-Chloro-N,N,2-trimethyl-prop-1-en-1-amine), N1(CCC1)C(=O)C1=CC=C(C=N1)OC=1C=C(C(=O)O)C=C(C1)O[C@@H]1C(N(CC1)C)=O (3-[6-(azetidine-1-carbonyl)pyridin-3-yl]oxy-5-[(3S)-1-methyl-2-oxo-pyrrolidin-3-yl]oxy-benzoic acid), N1(CCC1)C(=O)C1=CC=C(C=N1)OC=1C=C(C(=O)O)C=C(C1)O[C@@H]1C(N(CC1)C)=O (3-[6-(azetidine-1-carbonyl)pyridin-3-yl]oxy-5-[(3S)-1-methyl-2-oxo-pyrrolidin-3-yl]oxy-benzoic acid), NC1=NC=CC=C1 (2-Amino-pyridine), N1=CC=CC=C1 (pyridine). Solvent: C(Cl)Cl (DCM). Conditions: time 50 minute. Product: N1(CCC1)C(=O)C1=CC=C(C=N1)OC=1C=C(C(=O)NC2=NC=CC=C2)C=C(C1)O[C@@H]1C(N(CC1)C)=O (3-[6-(Azetidine-1-carbonyl)pyridin-3-yl]oxy-5-[(3S)-1-methyl-2-oxo-pyrrolidin-3-yl]oxy-N-pyridin-2-yl-benzamide). Yield: 46.9%. RXN SMILES: ClC(N(C)C)=C(C)C.[N:9]1([C:13]([C:15]2[N:20]=[CH:19][C:18]([O:21][C:22]3[CH:23]=[C:24]([CH:28]=[C:29]([O:31][C@H:32]4[CH2:36][CH2:35][N:34]([CH3:37])[C:33]4=[O:38])[CH:30]=3)[C:25](O)=[O:26])=[CH:17][CH:16]=2)=[O:14])[CH2:12][CH2:11][CH2:10]1.[NH2:39][C:40]1[CH:45]=[CH:44][CH:43]=[CH:42][N:41]=1.N1C=CC=CC=1>C(Cl)Cl>[N:9]1([C:13]([C:15]2[N:20]=[CH:19][C:18]([O:21][C:22]3[CH:23]=[C:24]([CH:28]=[C:29]([O:31][C@H:32]4[CH2:36][CH2:35][N:34]([CH3:37])[C:33]4=[O:38])[CH:30]=3)[C:25]([NH:39][C:40]3[CH:45]=[CH:44][CH:43]=[CH:42][N:41]=3)=[O:26])=[CH:17][CH:16]=2)=[O:14])[CH2:12][CH2:11][CH2:10]1. Procedure: 1-Chloro-N,N,2-trimethyl-prop-1-en-1-amine (0.077 mL, 0.58 mmol) was added to a solution of 3-[6-(azetidine-1-carbonyl)pyridin-3-yl]oxy-5-[(3S)-1-methyl-2-oxo-pyrrolidin-3-yl]oxy-benzoic acid (Intermediate 30) (200 mg, 0.49 mmol) in DCM (5 mL) and stirred at ambient temperature for 50 minutes. 2-Amino-pyridine (93 mg, 0.98 mmol) and pyridine (0.080 mL, 0.98 mmol) were added and the reaction stirred for 16 hours. The solvent was removed under reduced pressure and the residue was dissolved in ethy... Reactants: CS(C)=O, NCc1cccc(C(F)(F)F)c1, O, Cc1ccc(S(=O)(=O)OCC2COc3ccc4c(c3O2)CC(=O)N4)cc1. Product: O=C1Cc2c(ccc3c2OC(CNCc2cccc(C(F)(F)F)c2)CO3)N1. Reaction SMILES: [CH3:40][S:41]([CH3:42])=[O:43].[F:27][C:28]([c:29]1[cH:30][c:31]([CH2:32][NH2:33])[cH:34][cH:35][cH:36]1)([F:37])[F:38].[OH2:39].[c:1]1([CH3:2])[cH:3][cH:4][c:5]([S:6]([O:7][CH2:11][CH:12]2[CH2:13][O:14][c:15]3[c:16]([c:17]4[c:21]([cH:22][cH:23]3)[NH:20][C:19](=[O:24])[CH2:18]4)[O:25]2)(=[O:8])=[O:9])[cH:10][cH:26]1>>[CH2:11]([CH:12]1[CH2:13][O:14][c:15]2[c:16]([c:17]3[c:21]([cH:22][cH:23]2)[NH:20][C:19](=[O:24])[CH2:18]3)[O:25]1)[NH:33][CH2:32][c:31]1[cH:30][c:29]([C:28]([F:27])([F:37])[F:38])[cH:36][cH:35][cH:34]1. The reactants are Nc1ccccc1, O, c1ccc(OP(Oc2ccccc2)Oc2ccccc2)cc1, Oc1ccc2ccccc2c1. Yields the product c1ccc(Nc2ccc3ccccc3c2)cc1. Reaction SMILES: [NH2:12][c:13]1[cH:14][cH:15][cH:16][cH:17][cH:18]1.[OH2:41].[P:19]([O:20][c:21]1[cH:22][cH:23][cH:24][cH:25][cH:26]1)([O:27][c:28]1[cH:29][cH:30][cH:31][cH:32][cH:33]1)[O:34][c:35]1[cH:36][cH:37][cH:38][cH:39][cH:40]1.[cH:1]1[c:2]([OH:11])[cH:3][cH:4][c:5]2[cH:6][cH:7][cH:8][cH:9][c:10]12>>[cH:1]1[c:2]([NH:12][c:13]2[cH:14][cH:15][cH:16][cH:17][cH:18]2)[cH:3][cH:4][c:5]2[cH:6][cH:7][cH:8][cH:9][c:10]12. Starting materials: C(C)OC(=O)COCCCCC=O (5-ethoxycarbonylmethoxypentanal), [Cl-].C[NH2+]C (dimethylammonium chloride), solution, C=O (formaldehyde). Product: C(=O)C(CCCOCC(=O)OCC)=C (ethyl 7-formyl-3-oxaoct-7-enoate). As a reaction SMILES: [CH2:1]([O:3][C:4]([CH2:6][O:7][CH2:8][CH2:9][CH2:10][CH2:11][CH:12]=[O:13])=[O:5])[CH3:2].[Cl-].[CH3:15][NH2+]C.C=O>>[CH:12]([C:11](=[CH2:15])[CH2:10][CH2:9][CH2:8][O:7][CH2:6][C:4]([O:3][CH2:1][CH3:2])=[O:5])=[O:13] |f:1.2|. Reported procedure: 16 g (85 mmol) of 5-ethoxycarbonylmethoxypentanal, 7.8 g (95.2 mmol) of dimethylammonium chloride and 7.4 ml (99.4 mmol) of a 37% solution of formaldehyde are stirred for 1 hour at a bath temperature of 110° C. The reaction mixture is allowed to cool and extracted three times with CH2Cl2. The combined organic phases are dried over Na2SO4, filtered and concentrated by evaporation giving ethyl 7-formyl-3-oxaoct-7-enoate as a colourless oil which is further reacted without purification.